Dataset: the Open Reaction Database (ORD), a public repository of structured organic reaction records. Task: describe an organic reaction: reactants, conditions, products, and yield Starting materials: C1(CC1)COC1=CC2=C(N=C(O2)[C@@H]2CC[C@H](CC2)OCC(=O)N2CCOCC2)C=C1 (6-(cyclopropylmethoxy)-2-[trans-4-(2-(morpholin-4-yl)-2-oxoethoxy)cyclohexyl]-1,3-benzoxazole), C[Mg]Br (methylmagnesium bromide). The solvent is C1CCOC1 (THF), C1(=CC=CC=C1)C.C1CCOC1 (toluene THF). Conditions: temperature 0 celsius, time 1 hour. Yields the product C1(CC1)COC1=CC2=C(N=C(O2)[C@@H]2CC[C@H](CC2)OCC(C)=O)C=C1 (1-({trans-4-[6-(cyclopropylmethoxy)-1,3-benzoxazol-2-yl]cyclohexyl}oxy)propan-2-one). Reaction SMILES: [CH:1]1([CH2:4][O:5][C:6]2[CH:30]=[CH:29][C:9]3[N:10]=[C:11]([C@H:13]4[CH2:18][CH2:17][C@H:16]([O:19][CH2:20][C:21](N5CCOCC5)=[O:22])[CH2:15][CH2:14]4)[O:12][C:8]=3[CH:7]=2)[CH2:3][CH2:2]1.[CH3:31][Mg]Br>C1COCC1.C1(C)C=CC=CC=1.C1COCC1>[CH:1]1([CH2:4][O:5][C:6]2[CH:30]=[CH:29][C:9]3[N:10]=[C:11]([C@H:13]4[CH2:18][CH2:17][C@H:16]([O:19][CH2:20][C:21](=[O:22])[CH3:31])[CH2:15][CH2:14]4)[O:12][C:8]=3[CH:7]=2)[CH2:3][CH2:2]1 |f:3.4|. Reported procedure: To a solution of 6-(cyclopropylmethoxy)-2-[trans-4-(2-(morpholin-4-yl)-2-oxoethoxy)cyclohexyl]-1,3-benzoxazole (427 mg) in THF (5 mL) was added a solution (1.5 M, 1.37 mL) of methylmagnesium bromide in toluene/THF under ice-cooling. The reaction mixture was stirred at 0° C. for 1 hr, and extracted with ethyl acetate and 1M hydrochloric acid. The obtained organic layer was washed with saturated brine, dried over anhydrous magnesium sulfate, and concentrated under reduced pressure. The obtained re... Starting materials: CCCCOc1c(CN2C(=O)c3ccccc3C2=O)n(CCC(=O)OCC)c(=O)c2cc(Cl)c(Cl)cc12, CC(=O)O, Cl. The product is CCCCOc1c(CN2C(=O)c3ccccc3C2=O)n(CCC(=O)O)c(=O)c2cc(Cl)c(Cl)cc12. RXN SMILES: [CH2:1]([CH2:2][CH2:3][CH3:4])[O:5][c:6]1[c:7]([CH2:26][N:27]2[C:28](=[O:37])[c:29]3[cH:30][cH:31][cH:32][cH:33][c:34]3[C:35]2=[O:36])[n:8]([CH2:19][CH2:20][C:21](=[O:22])[O:23][CH2:24][CH3:25])[c:9](=[O:18])[c:10]2[cH:11][c:12]([Cl:17])[c:13]([Cl:16])[cH:14][c:15]12.[CH3:39][C:40](=[O:41])[OH:42].[ClH:38]>>[CH2:1]([CH2:2][CH2:3][CH3:4])[O:5][c:6]1[c:7]([CH2:26][N:27]2[C:28](=[O:37])[c:29]3[cH:30][cH:31][cH:32][cH:33][c:34]3[C:35]2=[O:36])[n:8]([CH2:19][CH2:20][C:21](=[O:22])[OH:23])[c:9](=[O:18])[c:10]2[cH:11][c:12]([Cl:17])[c:13]([Cl:16])[cH:14][c:15]12. Starting materials: NC1=C(C=C(C#N)C=C1)CC (4-Amino-3-ethylbenzonitrile), C(C)OC=1C(C(C1OCC)=O)=O (3,4-diethoxy-3-cyclobutene-1,2-dione), C(C)OC=1C(C(C1OCC)=O)=O (3,4-Diethoxy-3-cyclobutene-1,2-dione). Solvent: C(C)(=O)OCC (ethyl acetate), C(C)#N (acetonitrile). Conditions: temperature 150 celsius. Product: O=C1C(=C(C1=O)NC1=C(C=C(C#N)C=C1)CC)OCC (4-(3,4-dioxo-2-ethoxy-cyclobut-1-enylamino)-3-ethylbenzonitrile). Isolated yield 34.0%. As a reaction SMILES: [NH2:1][C:2]1[CH:9]=[CH:8][C:5]([C:6]#[N:7])=[CH:4][C:3]=1[CH2:10][CH3:11].[CH2:12]([O:14][C:15]1[C:16](=O)[C:17](=[O:22])[C:18]=1[O:19]CC)[CH3:13]>C(#N)C.C(OCC)(=O)C>[O:19]=[C:18]1[C:17](=[O:22])[C:16]([NH:1][C:2]2[CH:9]=[CH:8][C:5]([C:6]#[N:7])=[CH:4][C:3]=2[CH2:10][CH3:11])=[C:15]1[O:14][CH2:12][CH3:13]. Procedure details: 4-Amino-3-ethylbenzonitrile (0.86 g, 5.88 mmol) and 3,4-diethoxy-3-cyclobutene-1,2-dione (1.0 g, 5.88 mmol) in acetonitrile (2 mL) was heated in an oil bath at 110° C. for 21 hours. 3,4-Diethoxy-3-cyclobutene-1,2-dione (0.5 g, 2.9 mmol) was added to the reaction mixture and the temperature of the oil bath increased to 150° C. After 48 hours the reaction mixture was cooled to room temperature, then diluted with ethyl acetate and filtered. The filtrate was concentrated and the resulting solid was ...